From a dataset of the Open Reaction Database (ORD), a public repository of structured organic reaction records. describe an organic reaction: reactants, conditions, products, and yield Starting materials: CC(=O)Cc1ccc(Br)cc1, CCO, CC(C)[O-], CC(C)[O-], CC(C)[O-], CC(C)[O-], N, [Ti+4]. Product: CC(N)Cc1ccc(Br)cc1. RXN SMILES: [Br:2][c:3]1[cH:4][cH:5][c:6]([CH2:9][C:10](=[O:11])[CH3:12])[cH:7][cH:8]1.[CH3:13][CH2:14][OH:15].[CH3:16][CH:17]([CH3:18])[O-:19].[CH3:20][CH:21]([CH3:22])[O-:23].[CH3:24][CH:25]([CH3:26])[O-:27].[CH3:28][CH:29]([CH3:30])[O-:31].[NH3:1].[Ti+4:32]>>[NH2:1][CH:10]([CH2:9][c:6]1[cH:5][cH:4][c:3]([Br:2])[cH:8][cH:7]1)[CH3:12]. Starting materials: C1COCCN1, CCOC(C)=O, CN(C)C=O, O=C(c1cc(C(F)(F)F)cc(C(F)(F)F)c1)N1CC2CCC(CCl)N2CC1Cc1c[nH]c2ccccc12. Yields the product O=C(c1cc(C(F)(F)F)cc(C(F)(F)F)c1)N1CC2CCC(CN3CCOCC3)N2CC1Cc1c[nH]c2ccccc12. As a reaction SMILES: [CH2:38]1[CH2:39][O:40][CH2:41][CH2:42][NH:43]1.[CH3:44][CH2:45][O:46][C:47](=[O:48])[CH3:49].[CH3:50][N:51]([CH3:52])[CH:53]=[O:54].[F:1][C:2]([c:3]1[cH:4][c:5]([C:13](=[O:14])[N:15]2[CH2:16][CH:17]3[N:18]([CH2:19][CH:20]2[CH2:21][c:22]2[cH:23][nH:24][c:25]4[cH:26][cH:27][cH:28][cH:29][c:30]24)[CH:31]([CH2:34][Cl:35])[CH2:32][CH2:33]3)[cH:6][c:7]([C:9]([F:10])([F:11])[F:12])[cH:8]1)([F:36])[F:37]>>[F:1][C:2]([c:3]1[cH:4][c:5]([C:13](=[O:14])[N:15]2[CH2:16][CH:17]3[N:18]([CH2:19][CH:20]2[CH2:21][c:22]2[cH:23][nH:24][c:25]4[cH:26][cH:27][cH:28][cH:29][c:30]24)[CH:31]([CH2:34][N:43]2[CH2:38][CH2:39][O:40][CH2:41][CH2:42]2)[CH2:32][CH2:33]3)[cH:6][c:7]([C:9]([F:10])([F:11])[F:12])[cH:8]1)([F:36])[F:37]. Starting materials: ClC(Cl)(Cl)[SiH3] (trichloromethylsilane), Grignard reagent, [Si](C)(C)(C(C)(C)C)OC1=C(CBr)C=CC=C1 (2-((tert-butyldimethylsilyl)oxy)benzyl bromide), [Mg] (magnesium). Run in O1CCCC1 (tetrahydrofuran). Run at time 3 day. The product is [Si](C)(C)(C(C)(C)C)OC1=C(CC(CC2=C(C=CC=C2)O[Si](C)(C)C(C)(C)C)(CC2=C(C=CC=C2)O[Si](C)(C)C(C)(C)C)[SiH3])C=CC=C1 (tris(2-((tert-butyldimethylsilyl)oxy)benzyl)methylsilane). RXN SMILES: Cl[C:2]([SiH3:5])(Cl)Cl.[Si:6]([O:13][C:14]1[CH:21]=[CH:20][CH:19]=[CH:18][C:15]=1[CH2:16]Br)([C:9]([CH3:12])([CH3:11])[CH3:10])([CH3:8])[CH3:7].[Mg]>O1CCCC1>[Si:6]([O:13][C:14]1[CH:21]=[CH:20][CH:19]=[CH:18][C:15]=1[CH2:16][C:2]([SiH3:5])([CH2:16][C:15]1[CH:18]=[CH:19][CH:20]=[CH:21][C:14]=1[O:13][Si:6]([C:9]([CH3:12])([CH3:11])[CH3:10])([CH3:8])[CH3:7])[CH2:16][C:15]1[CH:18]=[CH:19][CH:20]=[CH:21][C:14]=1[O:13][Si:6]([C:9]([CH3:12])([CH3:10])[CH3:11])([CH3:8])[CH3:7])([C:9]([CH3:12])([CH3:11])[CH3:10])([CH3:8])[CH3:7]. Reported procedure: A mixture of trichloromethylsilane (0.12 ml, 1.0 mmol) and Grignard reagent, which was prepared from 2-((tert-butyldimethylsilyl)oxy)benzyl bromide (IIa) (1.54 g, 5.0 mmol) and magnesium (1.2 g, 50 mmol) in tetrahydrofuran (12 mL), was stirred for 3 days. The reaction was quenched with satd. ammonium chloride (50 mL). The mixture was extracted with hexanes (3×50 mL). Purification by flash column chromatography (hexane/ethyl acetate=50:1, v/v) provided compound Ma (0.51 g, 72%) as a colorless oil... The reactants are C1(=C(C=CC=C1)C(=O)N1CC2CCNCC12)C1=CC=CC=C1 (biphenyl-2-yl-(3,8-diaza-bicyclo[4.2.0]oct-8-yl)-methanone), ClC1=NC(=CC(=N1)C)C (2-chloro-4,6-dimethyl-pyrimidine), ClC1=NC2=CC=CC=C2N=C1 (2-chloro quinoxaline). Yields the product C1(=C(C=CC=C1)C(=O)N1C[C@@H]2CCN(C[C@H]12)C1=NC(=CC(=N1)C)C)C1=CC=CC=C1 ((1R,6S) Biphenyl-2-yl-[3-(4,6-dimethyl-pyrimidin-2-yl)-3,8-diaza-bicyclo[4.2.0]oct-8-yl]-methanone). Reaction SMILES: [C:1]1([C:17]2[CH:22]=[CH:21][CH:20]=[CH:19][CH:18]=2)[CH:6]=[CH:5][CH:4]=[CH:3][C:2]=1[C:7]([N:9]1[CH:16]2[CH:11]([CH2:12][CH2:13][NH:14][CH2:15]2)[CH2:10]1)=[O:8].Cl[C:24]1[N:29]=[C:28]([CH3:30])[CH:27]=[C:26]([CH3:31])[N:25]=1.ClC1C=NC2C(=CC=CC=2)N=1>>[C:1]1([C:17]2[CH:22]=[CH:21][CH:20]=[CH:19][CH:18]=2)[CH:6]=[CH:5][CH:4]=[CH:3][C:2]=1[C:7]([N:9]1[C@@H:16]2[C@@H:11]([CH2:12][CH2:13][N:14]([C:24]3[N:29]=[C:28]([CH3:30])[CH:27]=[C:26]([CH3:31])[N:25]=3)[CH2:15]2)[CH2:10]1)=[O:8]. Procedure: The title compound was prepared in a manner analogous to Example 1, substituting (1R,6S) biphenyl-2-yl-(3,8-diaza-bicyclo[4.2.0]oct-8-yl)-methanone for biphenyl-2-yl-(3,8-diaza-bicyclo[4.2.0]oct-8-yl)-methanone and 2-chloro-4,6-dimethyl-pyrimidine for 2-chloro quinoxaline. MS (ESI) mass calcd. for C25H26N4O, 398.50; m/z found 399.2 [M+H]+. 1H NMR (CDCl3): 7.54-7.31 (m, 7H), 7.25-7.11 (m, 2H), 6.33-6.23 (m 1H), 4.64-4.36 (0.5H), 4.00-3.39 (m, 5H), 3.25-2.85 (m, 1.25H), 2.60-2.37 (m, 1.25H), 2.33 ... Starting materials: CC1=C(C(=CC=C1)C)NC(CCl)=O (N-(2,6-Dimethylphenyl)-2-chloroacetamide), C(C)(=O)OC1=CC=C(C=C1)N (4-Aminophenyl Acetate), compound 1. Product: C(C)(=O)OC1=CC=C(C=C1)NC(CCl)=O (4-(2-Chloroacetylamino)phenyl Acetate). RXN SMILES: C[C:2]1[CH:7]=[CH:6][CH:5]=[C:4](C)[C:3]=1[NH:9][C:10](=[O:13])[CH2:11][Cl:12].[C:14]([O:17]C1C=CC(N)=CC=1)(=[O:16])[CH3:15]>>[C:14]([O:17][C:6]1[CH:7]=[CH:2][C:3]([NH:9][C:10](=[O:13])[CH2:11][Cl:12])=[CH:4][CH:5]=1)(=[O:16])[CH3:15]. Reported procedure: Compound 56 was prepared in the manner of compound 3 substituting compound 55 for compound 1 in part A of Example 1. Reactants: C1(CCCC(=O)O1)=O (glutaric anhydride), NCCN1CCOCC1 (N-(2-aminoethyl)morpholine). The solvent is O1CCOCC1 (dioxane). Conditions: time 0.75 hour. Product: O1CCN(CC1)CCNC(CCCC(=O)O)=O (5-(2-morpholinoethylamino)-5-oxopentanoic acid). As a reaction SMILES: [C:1]1(=[O:8])[O:7][C:5](=[O:6])[CH2:4][CH2:3][CH2:2]1.[NH2:9][CH2:10][CH2:11][N:12]1[CH2:17][CH2:16][O:15][CH2:14][CH2:13]1>O1CCOCC1>[O:15]1[CH2:16][CH2:17][N:12]([CH2:11][CH2:10][NH:9][C:5](=[O:6])[CH2:4][CH2:3][CH2:2][C:1]([OH:7])=[O:8])[CH2:13][CH2:14]1. Procedure details: There are added to 10 cm3 of dioxane, 1.517 g of glutaric anhydride and then, dropwise, 1.75 cm3 of N-(2-aminoethyl)morpholine. Stirring is continued at 20° C. for 0.75 hours. The white solid formed is filtered, washed successively with dioxane and diethyl ether, and then dried at 20° C. (90 Pa) to give 1.94 g of 5-(2-morpholinoethylamino)-5-oxopentanoic acid in the form of a white solid melting at 96° C.